From a dataset of the Open Reaction Database (ORD), a public repository of structured organic reaction records. describe an organic reaction: reactants, conditions, products, and yield Reactants: [Br-], C1CCOC1, [Mg+]C1CC1, I[Cu]I, CC(C)(C)OC(=O)N1CC(OS(=O)(=O)C(F)(F)F)=CC1c1ccccc1. The product is CC(C)(C)OC(=O)N1CC(C2CC2)=CC1c1ccccc1. As a reaction SMILES: [Br-:27].[CH2:35]1[O:36][CH2:37][CH2:38][CH2:39]1.[CH:28]1([Mg+:31])[CH2:29][CH2:30]1.[Cu:32]([I:33])[I:34].[c:1]1([CH:7]2[N:8]([C:20](=[O:21])[O:22][C:23]([CH3:24])([CH3:25])[CH3:26])[CH2:9][C:10]([O:12][S:13]([C:14]([F:15])([F:16])[F:17])(=[O:18])=[O:19])=[CH:11]2)[cH:2][cH:3][cH:4][cH:5][cH:6]1>>[c:1]1([CH:7]2[N:8]([C:20](=[O:21])[O:22][C:23]([CH3:24])([CH3:25])[CH3:26])[CH2:9][C:10]([CH:28]3[CH2:29][CH2:30]3)=[CH:11]2)[cH:2][cH:3][cH:4][cH:5][cH:6]1. The reactants are COC=1C=C(C(=O)NC2=C(C=CC(=C2)Cl)O)C=CC1OC (N-(3,4-dimethoxybenzoyl)-2-hydroxy-5-chloroaniline), O.C1(=CC=C(C=C1)S(=O)(=O)O)C (p-toluenesulfonic acid monohydrate). Solvent: ClCCl (dichloromethane), ClC1=C(C=CC=C1)Cl (o-dichlorobenzene). The product is ClC=1C=CC2=C(N=C(O2)C2=CC(=C(C=C2)OC)OC)C1 (5-Chloro-2-(3,4-dimethoxyphenyl)Benzoxazole). Yield: 31.1%. As a reaction SMILES: [CH3:1][O:2][C:3]1[CH:4]=[C:5]([CH:17]=[CH:18][C:19]=1[O:20][CH3:21])[C:6]([NH:8][C:9]1[CH:14]=[C:13]([Cl:15])[CH:12]=[CH:11][C:10]=1[OH:16])=O.O.C1(C)C=CC(S(O)(=O)=O)=CC=1>ClC1C=CC=CC=1Cl.ClCCl>[Cl:15][C:13]1[CH:12]=[CH:11][C:10]2[O:16][C:6]([C:5]3[CH:17]=[CH:18][C:19]([O:20][CH3:21])=[C:3]([O:2][CH3:1])[CH:4]=3)=[N:8][C:9]=2[CH:14]=1 |f:1.2|. Procedure details: A solution of N-(3,4-dimethoxybenzoyl)-2-hydroxy-5-chloroaniline (5.0 g, 0.015 mol) was heated under reflux for 11 hours in 30 ml o-dichlorobenzene and p-toluenesulfonic acid monohydrate (0.3 g, 15 mmol). The reaction mixture was diluted with dichloromethane and filtered through a pad of alumina (25 g). The solvent was evaporated under reduced pressure and the residue was triturated with petroleum ether and filtered to give 2.7 g of crudeproduct. The material was crystallized from methyl t-butyl... Reaction SMILES: [CH3:19][CH2:20][OH:21].[Na+:18].[OH-:17].[OH2:22].[c:1]1([CH2:7][C:8]2([C:12](=[O:13])[O:14][CH2:15][CH3:16])[CH2:9][CH2:10][CH2:11]2)[cH:2][cH:3][cH:4][cH:5][cH:6]1>>[c:1]1([CH2:7][C:8]2([C:12](=[O:13])[OH:14])[CH2:9][CH2:10][CH2:11]2)[cH:2][cH:3][cH:4][cH:5][cH:6]1. Yields the product O=C(O)C1(Cc2ccccc2)CCC1. The reactants are CCO, [Na+], [OH-], O, CCOC(=O)C1(Cc2ccccc2)CCC1. Reactants: N(=C=O)C=1C=C(C(=O)OCC)C=CC1 (ethyl 3-isocyanatobenzoate), NCCCNC(=O)OC(C)(C)C (1-amino-3-tert-butyloxycarbonylaminopropane). Run in CN(C)C=O (DMF), CN(C)C=O (DMF). Conditions: time 2 hour. Yields the product C(C)(C)(C)OC(=O)NCCCNC(NC=1C=C(C(=O)OCC)C=CC1)=O (Ethyl 3-(3-(3-tert-butyloxycarbonylaminopropyl)ureido)benzoate). Reaction SMILES: [N:1]([C:4]1[CH:5]=[C:6]([CH:12]=[CH:13][CH:14]=1)[C:7]([O:9][CH2:10][CH3:11])=[O:8])=[C:2]=[O:3].[NH2:15][CH2:16][CH2:17][CH2:18][NH:19][C:20]([O:22][C:23]([CH3:26])([CH3:25])[CH3:24])=[O:21]>CN(C=O)C>[C:23]([O:22][C:20]([NH:19][CH2:18][CH2:17][CH2:16][NH:15][C:2](=[O:3])[NH:1][C:4]1[CH:5]=[C:6]([CH:12]=[CH:13][CH:14]=1)[C:7]([O:9][CH2:10][CH3:11])=[O:8])=[O:21])([CH3:26])([CH3:25])[CH3:24]. Procedure: 2.00 g (8.12 mmol) of ethyl 3-isocyanatobenzoate (78%) are dissolved in 10 ml of DMF..A solution of 1.42 g (8.12 mmol) of 1-amino-3-tert-butyloxycarbonylaminopropane in 20 ml of DMF is slowly added dropwise at 2°-8°C. After stirring at room temperature for 2 h, the solvent is removed in vacuo, and the residue is treated with ethyl acetate and the mixture is washed with water. After drying (MgSO4), solid is filtered off and the solvent is removed in vacuo. The residue is chromatographed on silica...